From a dataset of the Open Reaction Database (ORD), a public repository of structured organic reaction records. describe an organic reaction: reactants, conditions, products, and yield Reactants: C(C=C)N(CCCN(C\C=C\CN(CCCN(C(=O)OC(C)(C)C)CCC)C(=O)OC(C)(C)C)C(=O)OC(C)(C)C)C(=O)OC(C)(C)C ((E)-1-allyl-14-propyl-1,5,10,14-tetra-BOC-1,5,10,14-tetraazatetradec-7-ene), Cl (hydrochloric acid). Product: Cl.Cl.Cl.Cl.C(C=C)NCCCNC\C=C\CNCCCNCCC ((E)-1-Allyl-14-propyl-1,5,10,14-tetraazatetradec-7-ene tetrahydrochloride). Reaction SMILES: [CH2:1]([N:4](C(OC(C)(C)C)=O)[CH2:5][CH2:6][CH2:7][N:8](C(OC(C)(C)C)=O)[CH2:9]/[CH:10]=[CH:11]/[CH2:12][N:13](C(OC(C)(C)C)=O)[CH2:14][CH2:15][CH2:16][N:17]([CH2:25][CH2:26][CH3:27])C(OC(C)(C)C)=O)[CH:2]=[CH2:3].[ClH:49]>>[ClH:49].[ClH:49].[ClH:49].[ClH:49].[CH2:25]([NH:17][CH2:16][CH2:15][CH2:14][NH:13][CH2:12]/[CH:11]=[CH:10]/[CH2:9][NH:8][CH2:7][CH2:6][CH2:5][NH:4][CH2:1][CH2:2][CH3:3])[CH:26]=[CH2:27] |f:2.3.4.5.6|. Reported procedure: A mixture of 0.55 g (0.805 mmol) of (E)-1-allyl-14-propyl-1,5,10,14-tetra-BOC-1,5,10,14-tetraazatetradec-7-ene and 8.2 ml of 3N methanolic hydrochloric acid is reacted analogously to Example 8. The resulting title compound melts at >260° C. 1H-NMR (D2O): δ0.97(t,3H); 1.63-1.76(m,2H); 2.05-2.16(m,4H); 3.02(t,2H); 3.11-3.19(m,8H); 3.69(d,2H); 3.77(d,4H); 5.48-5.55(m,2H); 5.83-5.98(m,1H); 6.04-6.07(m,2H). Starting materials: CC(CN(C1CCNCC1)CC1=C(N=C(S1)Cl)Cl)C (N-(2-methylpropyl)-N-[(2,4-dichloro-1,3-thiazol-5-yl)methyl]piperidin-4-amine), C([C@H](O)[C@@H](O)C(=O)O)(=O)O (L-tartaric acid), C1CCOC1 (THF). The solvent is O (water). Conditions: time 3 hour. Product: O.C(=O)(O)C(O)C(O)C(=O)O.CC(CN(C1CCNCC1)CC1=C(N=C(S1)Cl)Cl)C.CC(CN(C1CCNCC1)CC1=C(N=C(S1)Cl)Cl)C.C(=O)(O)C(O)C(O)C(=O)O (N-(2-methylpropyl)-N-[(2,4-dichloro-1,3-thiazol-5-yl)methyl]piperidin-4-amine tartrate hemihydrate). Isolated yield 127.7%. Reaction SMILES: [CH3:1][CH:2]([CH3:19])[CH2:3][N:4]([CH2:11][C:12]1[S:16][C:15]([Cl:17])=[N:14][C:13]=1[Cl:18])[CH:5]1[CH2:10][CH2:9][NH:8][CH2:7][CH2:6]1.[C:20]([OH:29])(=[O:28])[C@@H:21]([C@H:23]([C:25]([OH:27])=[O:26])[OH:24])[OH:22].C1COCC1>O>[OH2:22].[C:25]([CH:23]([CH:21]([C:20]([OH:29])=[O:28])[OH:22])[OH:24])([OH:27])=[O:26].[CH3:1][CH:2]([CH3:19])[CH2:3][N:4]([CH2:11][C:12]1[S:16][C:15]([Cl:17])=[N:14][C:13]=1[Cl:18])[CH:5]1[CH2:10][CH2:9][NH:8][CH2:7][CH2:6]1.[CH3:1][CH:2]([CH3:19])[CH2:3][N:4]([CH2:11][C:12]1[S:16][C:15]([Cl:17])=[N:14][C:13]=1[Cl:18])[CH:5]1[CH2:10][CH2:9][NH:8][CH2:7][CH2:6]1.[C:25]([CH:23]([CH:21]([C:20]([OH:29])=[O:28])[OH:22])[OH:24])([OH:27])=[O:26] |f:4.5.6.7.8|. Reported procedure: To a solution of N-(2-methylpropyl)-N-[(2,4-dichloro-1,3-thiazol-5-yl)methyl]piperidin-4-amine (193.6 g, 0.6 mol) in 2 L THF at 65° C. are added seed crystals and L-tartaric acid (90.15 g, 0.6 mol, 1 equiv.) solution in 100 ml water dropwise over 5 min (after 15 min the solution becomes turbid and the product begins to crystallize). After 3 h at 64° C., the mixture is cooled down to room temperature, and then stirred for an additional 20 h. The reaction mixture is then cooled down to 10° C. and ...